This data is from the Open Reaction Database (ORD), a public repository of structured organic reaction records. The task is: describe an organic reaction: reactants, conditions, products, and yield Starting materials: BrC1=C(C=CC=C1)S(=O)(=O)NC1=CC=C(C(=C1C(=O)OC)OC)CC (methyl 6-{[(2-bromophenyl)sulfonyl]amino}-3-ethyl-2-methoxybenzoate), ClC1=CC=C(C=C1)/C=C/B(O)O (trans-2-(4-chlorophenyl)vinyl boronic acid). Product: ClC1=CC=C(C=C1)/C=C/C1=C(C=CC=C1)S(=O)(=O)NC1=CC=C(C(=C1C(=O)OC)OC)CC (methyl 6-[({2-[(E)-2-(4-chlorophenyl)vinyl]phenyl}sulfonyl)amino]-3-ethyl-2-methoxybenzoate). RXN SMILES: Br[C:2]1[CH:7]=[CH:6][CH:5]=[CH:4][C:3]=1[S:8]([NH:11][C:12]1[C:17]([C:18]([O:20][CH3:21])=[O:19])=[C:16]([O:22][CH3:23])[C:15]([CH2:24][CH3:25])=[CH:14][CH:13]=1)(=[O:10])=[O:9].[Cl:26][C:27]1[CH:32]=[CH:31][C:30](/[CH:33]=[CH:34]/B(O)O)=[CH:29][CH:28]=1>>[Cl:26][C:27]1[CH:32]=[CH:31][C:30](/[CH:33]=[CH:34]/[C:2]2[CH:7]=[CH:6][CH:5]=[CH:4][C:3]=2[S:8]([NH:11][C:12]2[C:17]([C:18]([O:20][CH3:21])=[O:19])=[C:16]([O:22][CH3:23])[C:15]([CH2:24][CH3:25])=[CH:14][CH:13]=2)(=[O:10])=[O:9])=[CH:29][CH:28]=1. Procedure details: The title compound-was prepared from Example 574D (0.215 g, 0.5 mmol) and trans-2-(4-chlorophenyl)vinyl boronic acid according to the procedure of Example 230B, yielding 0.252 g, 100%. 1H NMR (DMSO-d6) δ 1.02 (t, 3H), 2.42 (q, 2H), 3.52 (s, 3H), 3.54 (s, 3H), 6.90 (d, 1H), 7.16 (d, 1H), 7.22 (d, 1H), 7.40-7.70 (m, 7H), 7.80 (d, 1H), 7.90 (d, 1H), 10.00 (s, 1H); MS (ESI(−)) m/e 484 (M−H)−. Reactants: C(#N)[BH3-].[Na+] (sodium cyanoborohydride), C(C1=CC=CC=C1)=NNC1=C(C(=O)O)C=C(C=C1)Cl (2-(benzylidenehydrazino)-5-chlorobenzoic acid), Cl (hydrogen chloride), Congo Red. Run in CO (methanol), C1CCOC1 (THF), O (water). Conditions: time 15 minute. Yields the product C(C1=CC=CC=C1)NNC1=C(C(=O)O)C=C(C=C1)Cl (2-(2-benzylhydrazino)-5-chlorobenzoic acid). Isolated yield 91.9%. Reaction SMILES: C([BH3-])#N.[Na+].[CH:5](=[N:12][NH:13][C:14]1[CH:22]=[CH:21][C:20]([Cl:23])=[CH:19][C:15]=1[C:16]([OH:18])=[O:17])[C:6]1[CH:11]=[CH:10][CH:9]=[CH:8][CH:7]=1.Cl>CO.C1COCC1.O>[CH2:5]([NH:12][NH:13][C:14]1[CH:22]=[CH:21][C:20]([Cl:23])=[CH:19][C:15]=1[C:16]([OH:18])=[O:17])[C:6]1[CH:7]=[CH:8][CH:9]=[CH:10][CH:11]=1 |f:0.1|. Procedure: A solution of sodium cyanoborohydride (780 mg) in methanol (20 ml) was added to a stirred solution of 2-(benzylidenehydrazino)-5-chlorobenzoic acid (2.7 g) in THF (20 ml) containing a few milligrams of the indicator Congo Red. A methanolic solution of hydrogen chloride was added dropwise until the indicator in the reaction solution turned blue. Stirring was continued for 15 minutes. The reaction mixture was diluted with water and extracted with ethyl acetate. The extracts were washed with brine,...